This data is from the Open Reaction Database (ORD), a public repository of structured organic reaction records. The task is: describe an organic reaction: reactants, conditions, products, and yield The reactants are cellulose, solution, [OH-].[Na+] (NaOH), amino ethyl, CC1([C@@H](N2[C@H](S1)[C@@H](C2=O)NC(=O)CC=3C=CC=CC3)C(=O)O)C (Penicillin G). Solvent: O (water). Conditions: time 8 hour. Yields the product N[C@@H](C(C)(C)S)C(=O)O (Pen). As a reaction SMILES: [OH-].[Na+].[CH3:3][C:4]1([CH3:25])[S:8][C@@H]2[C@H](NC(CC3C=CC=CC=3)=O)C(=O)[N:6]2[C@H:5]1[C:22]([OH:24])=[O:23]>O>[NH2:6][C@H:5]([C:22]([OH:24])=[O:23])[C:4]([SH:8])([CH3:25])[CH3:3] |f:0.1|. Reported procedure: N-(2-aminoethyl) carbamylmethylated cellulose was prepared in the manner set forth in Example 1. The amino ethyl derivative was kept at a concentration of 6.5 mg/ml in aqueous solution. Three ml of this solution were diluted to 6 ml with distilled water. The pH was adjusted to 9 with 0.1 N NaOH. One hundred mg of Penicillin G (sodium salt, Sigma Chemicals, St. Louis, U.S.A.) were added at once, and the resulting solution left overnight at room temperature. The solution was then dialyzed in the c... Reactants: Cl (HCl), C1(=CC=C(C=C1)C=O)C (4-Tolualdehyde), [OH-].[Na+] (NaOH), C(CCC(=O)C)(=O)O (levulinic acid). The solvent is CCO (EtOH). Yields the product CC1=CC=C(C=C1)C=CC(CCC(=O)O)=O (6-(4 methylphenyl)-4-oxo-hex-5-enoic acid). Yield: 19.4%. Reaction SMILES: [C:1]1([CH3:9])[CH:6]=[CH:5][C:4]([CH:7]=O)=[CH:3][CH:2]=1.[OH-].[Na+].[C:12]([OH:19])(=[O:18])[CH2:13][CH2:14][C:15]([CH3:17])=[O:16].Cl>CCO>[CH3:9][C:1]1[CH:6]=[CH:5][C:4]([CH:7]=[CH:17][C:15](=[O:16])[CH2:14][CH2:13][C:12]([OH:19])=[O:18])=[CH:3][CH:2]=1 |f:1.2|. Procedure details: 4-Tolualdehyde (39.6 g, 0.33 mol) and 2M NaOH solution (230 ml) are added to a solution of levulinic acid (39.5 g, 0.34 mol) in EtOH (85 ml) over 1 hour. The resulting clear solution is poured into ice and acidified with 6M HCl. The resulting gum obtained is crystallised with acetone/water and recrystallised from CH2Cl2 to yield 14.0 g of 6-(4 methylphenyl)-4-oxo-hex-5-enoic acid as colourless crystals m.p. 129-130. RXN SMILES: [Cl-:1].[Cr+3:2].N1C2C=CC=CC=2N=C1CNCC1NC2C=CC=CC=2N=1.[Cl-].[Cl-].[NH:26]1[C:30]2[CH:31]=[CH:32][CH:33]=[CH:34][C:29]=2[N:28]=[C:27]1[CH2:35][N:36]([CH2:44][C:45]1[NH:49][C:48]2[CH:50]=[CH:51][CH:52]=[CH:53][C:47]=2[N:46]=1)[CH2:37][C:38]1[CH:43]=[CH:42][CH:41]=[CH:40][CH:39]=1.[K+].[Br-]>CN(C=O)C>[Cl-:1].[Cr+3:2].[NH:26]1[C:30]2[CH:31]=[CH:32][CH:33]=[CH:34][C:29]=2[N:28]=[C:27]1[CH2:35][N:36]([CH2:44][C:45]1[NH:46][C:47]2[CH:53]=[CH:52][CH:51]=[CH:50][C:48]=2[N:49]=1)[CH2:37][C:38]1[CH:43]=[CH:42][CH:41]=[CH:40][CH:39]=1.[Cl-:1].[Cl-:1] |f:0.1.2.3.4,6.7,9.10.11.12.13|. The product is [Cl-].[Cr+3].N1C(=NC2=C1C=CC=C2)CN(CC2=CC=CC=C2)CC2=NC1=C(N2)C=CC=C1.[Cl-].[Cl-] (N,N-bis(1H-benzimidazol-2-ylmethyl)-N-benzylamine chromium (III) chloride). Solvent: CN(C)C=O (DMF). The reactants are ( 162 ), [Cl-].[Cr+3].N1C(=NC2=C1C=CC=C2)CNCC2=NC1=C(N2)C=CC=C1.[Cl-].[Cl-] (N,N-bis(1H-benzimidazol-2-ylmethyl)amine chromium (III) chloride), [K+].[Br-] (KBr), N1C(=NC2=C1C=CC=C2)CN(CC2=CC=CC=C2)CC2=NC1=C(N2)C=CC=C1 (N,N-bis(1H-benzimidazol-2-ylmethyl)-N-benzylamine), CrCl3(THF)3, ( 75 ). Procedure: 3d was synthesised by an analogous procedure to that described for 3a using 2d (0.63 g, 1.73 mmol) and CrCl3(THF)3 (0.65 g, 1.73 mmol). Yield 0.79 g (88%). Anal. Calc. for C23H21Cl3CrN5 (in %): C, 52.54; H, 4.03; N, 13.32. Found C, 52.43; H, 4.03; N, 13.23. IR (KBr, cm−1), υ 3255 (NH, s), υ 1617-1550 (ArC═C, C═N, m), δ 1454, 1477, 1496 (N—H, s, m), υ 1276 (CN, s), δ 749 (CH, s). UV-VIS (DMF, 298 K): λmax/nm (εmax/dm3 mol−1 cm−1)=462 (162), 665 (75), 726 (shoulder). +FAB-MS: (m/z): 489 ([M-Cl]+),... Starting materials: C1(CCCC1)N(C(NC=1SC(=CN1)SCC(=O)O)=O)[C@@H]1CC[C@H](CC1)CC ({2-[3-cyclopentyl-3-(trans-4-ethyl-cyclohexyl)-ureido]-thiazol-5-ylsulfanyl}-acetic acid), C(C)(C)(C)C1CCC(CC1)NC1CCCCCC1 ((4-tert-butyl-cyclohexyl)-cycloheptyl-amine), C(C)OC(CCSC1=CN=C(S1)N)=O (3-(2-amino-thiazol-5-ylsulfanyl)-propionic acid ethyl ester). Yields the product C(C)(C)(C)[C@@H]1CC[C@H](CC1)N(C(NC=1SC(=CN1)SCCC(=O)O)=O)C1CCCCCC1 (3-{2-[3-(trans-4-tert-Butyl-cyclohexyl)-3-cycloheptyl-ureido]-thiazol-5-ylsulfanyl}-propionic acid). As a reaction SMILES: C1(N([C@H]2CC[C@H](CC)CC2)[C:7](=[O:19])[NH:8][C:9]2[S:10][C:11]([S:14][CH2:15][C:16](O)=O)=[CH:12][N:13]=2)CCCC1.[C:28]([CH:32]1[CH2:37][CH2:36][CH:35]([NH:38][CH:39]2[CH2:45][CH2:44][CH2:43][CH2:42][CH2:41][CH2:40]2)[CH2:34][CH2:33]1)([CH3:31])([CH3:30])[CH3:29].C([O:48][C:49](=[O:59])CCSC1SC(N)=NC=1)C>>[C:28]([C@H:32]1[CH2:37][CH2:36][C@H:35]([N:38]([CH:39]2[CH2:45][CH2:44][CH2:43][CH2:42][CH2:41][CH2:40]2)[C:7](=[O:19])[NH:8][C:9]2[S:10][C:11]([S:14][CH2:15][CH2:16][C:49]([OH:59])=[O:48])=[CH:12][N:13]=2)[CH2:34][CH2:33]1)([CH3:31])([CH3:29])[CH3:30]. Reported procedure: Prepared in a similar manner to {2-[3-cyclopentyl-3-(trans-4-ethyl-cyclohexyl)-ureido]-thiazol-5-ylsulfanyl}-acetic acid via (4-tert-butyl-cyclohexyl)-cycloheptyl-amine and 3-(2-amino-thiazol-5-ylsulfanyl)-propionic acid ethyl ester to give the title compound. Reactants: [Ca+2], [Cl-], [Cl-], ClCCl, [Na+], O=C([O-])O, CN1C(c2ccc(Br)cc2)C2C(=O)N(Cc3ccc4c(c3)OCO4)C(O)C2C1(C)C, Cc1ccccc1S(=O)O. Yields the product Cc1ccccc1S(=O)(=O)OC1C2C(C(=O)N1Cc1ccc3c(c1)OCO3)C(c1ccc(Br)cc1)N(C)C2(C)C. RXN SMILES: [Ca+2:2].[Cl-:1].[Cl-:3].[Cl:49][CH2:50][Cl:51].[Na+:48].[O-:44][C:45]([OH:46])=[O:47].[O:14]1[CH2:15][O:16][c:17]2[c:18]1[cH:19][cH:20][c:21]([CH2:23][N:24]1[C:25](=[O:43])[CH:26]3[CH:27]([c:36]4[cH:37][cH:38][c:39]([Br:42])[cH:40][cH:41]4)[N:28]([CH3:35])[C:29]([CH3:33])([CH3:34])[CH:30]3[CH:31]1[OH:32])[cH:22]2.[c:4]1([CH3:13])[c:5]([S:10](=[O:11])[OH:12])[cH:6][cH:7][cH:8][cH:9]1>>[c:4]1([CH3:13])[c:5]([S:10](=[O:11])(=[O:12])[O:32][CH:31]2[N:24]([CH2:23][c:21]3[cH:20][cH:19][c:18]4[c:17]([cH:22]3)[O:16][CH2:15][O:14]4)[C:25](=[O:43])[CH:26]3[CH:27]([c:36]4[cH:37][cH:38][c:39]([Br:42])[cH:40][cH:41]4)[N:28]([CH3:35])[C:29]([CH3:33])([CH3:34])[CH:30]32)[cH:6][cH:7][cH:8][cH:9]1. Reactants: COC(C)(C)C, [Li]CCCC, COC(=O)C(F)(F)Cl, [Cl-], Clc1cc(Cl)cc(I)c1, [NH4+]. Yields the product O=C(c1cc(Cl)cc(Cl)c1)C(F)(F)Cl. As a reaction SMILES: [C:18]([O:19][CH3:20])([CH3:21])([CH3:22])[CH3:23].[CH2:24]([Li:25])[CH2:26][CH2:27][CH3:28].[CH3:10][O:11][C:12]([C:13]([F:14])([F:15])[Cl:16])=[O:17].[Cl-:29].[Cl:1][c:2]1[cH:3][c:4]([I:9])[cH:5][c:6]([Cl:8])[cH:7]1.[NH4+:30]>>[Cl:1][c:2]1[cH:3][c:4]([C:12](=[O:11])[C:13]([F:14])([F:15])[Cl:16])[cH:5][c:6]([Cl:8])[cH:7]1. The reactants are C(C=C)OC(=O)N1CC(=CCC1)C1(OCCO1)C (2-(1-allyloxycarbonyl-1,2,5,6-tetrahydropyridin-3-yl)-2-methyl-1,3-dioxolane), O.O.C1(=CC=C(C=C1)S(=O)(=O)O)C (p-toluenesulfonic acid dihydrate), C(O)([O-])=O.[Na+] (sodium hydrogen carbonate). The solvent is CC(=O)C (acetone). Run at time 1 hour. Product: C(C=C)OC(=O)N1CC(=CCC1)C(C)=O (1-allyloxycarbonyl-3-acetyl-1,2,5,6-tetrahydropyridine). Yield: 77.2%. As a reaction SMILES: [CH2:1]([O:4][C:5]([N:7]1[CH2:12][CH2:11][CH:10]=[C:9]([C:13]2([CH3:18])OCC[O:14]2)[CH2:8]1)=[O:6])[CH:2]=[CH2:3].O.O.C1(C)C=CC(S(O)(=O)=O)=CC=1.C(=O)([O-])O.[Na+]>CC(C)=O>[CH2:1]([O:4][C:5]([N:7]1[CH2:12][CH2:11][CH:10]=[C:9]([C:13](=[O:14])[CH3:18])[CH2:8]1)=[O:6])[CH:2]=[CH2:3] |f:1.2.3,4.5|. Reported procedure: To a solution of 2-(1-allyloxycarbonyl-1,2,5,6-tetrahydropyridin-3-yl)-2-methyl-1,3-dioxolane (6.95 g) in acetone (140 ml) was added p-toluenesulfonic acid dihydrate (523 mg) at room temperature and the mixture was stirred at the same temperature for 1 hour. Then, saturated aqueous sodium hydrogen carbonate solution was added for neutralization of the acid and the reaction mixture was concentrated under reduced pressure. The concentrate was diluted with ethyl acetate and water, followed by stirr... The reactants are NC(=O)NC1CCN(CCc2c[nH]c3ccccc23)CC1, O=C(Cl)c1cccs1. The product is Cl, O=C(NC(=O)c1cccs1)NC1CCN(CCc2c[nH]c3ccccc23)CC1. RXN SMILES: [nH:1]1[cH:2][c:3]([CH2:10][CH2:11][N:12]2[CH2:13][CH2:14][CH:15]([NH:18][C:19](=[O:20])[NH2:21])[CH2:16][CH2:17]2)[c:4]2[cH:5][cH:6][cH:7][cH:8][c:9]12.[s:22]1[c:23]([C:27](=[O:28])[Cl:29])[cH:24][cH:25][cH:26]1>>[ClH:29].[nH:1]1[cH:2][c:3]([CH2:10][CH2:11][N:12]2[CH2:13][CH2:14][CH:15]([NH:18][C:19](=[O:20])[NH:21][C:27]([c:23]3[s:22][cH:26][cH:25][cH:24]3)=[O:28])[CH2:16][CH2:17]2)[c:4]2[cH:5][cH:6][cH:7][cH:8][c:9]12. The reactants are CO, COc1ncccc1[N+](=O)[O-], [H][H]. Yields the product COc1ncccc1N. As a reaction SMILES: [CH3:14][OH:15].[CH3:1][O:2][c:3]1[n:4][cH:5][cH:6][cH:7][c:8]1[N+:9]([O-:10])=[O:11].[H:12][H:13]>>[CH3:1][O:2][c:3]1[n:4][cH:5][cH:6][cH:7][c:8]1[NH2:9].